From a dataset of the Open Reaction Database (ORD), a public repository of structured organic reaction records. describe an organic reaction: reactants, conditions, products, and yield The reactants are NC1=C(C=CC(=C1)OC)C (2-Amino-4-methoxytoluene), N1=CC=CC=C1 (pyridine), CC(C(=O)Cl)=CC1=CC=CC=C1 (α-methylcinnamoylchloride). The solvent is CC(=O)C (acetone). Yields the product COC=1C=CC(=C(C1)NC(C(=CC1=CC=CC=C1)C)=O)C (N-(5-Methoxy-2-methylphenyl)α-methylcinnamamide). Yield: 84.3%. As a reaction SMILES: [NH2:1][C:2]1[CH:7]=[C:6]([O:8][CH3:9])[CH:5]=[CH:4][C:3]=1[CH3:10].N1C=CC=CC=1.[CH3:17][C:18](=[CH:22][C:23]1[CH:28]=[CH:27][CH:26]=[CH:25][CH:24]=1)[C:19](Cl)=[O:20]>CC(C)=O>[CH3:9][O:8][C:6]1[CH:5]=[CH:4][C:3]([CH3:10])=[C:2]([NH:1][C:19](=[O:20])[C:18]([CH3:17])=[CH:22][C:23]2[CH:28]=[CH:27][CH:26]=[CH:25][CH:24]=2)[CH:7]=1. Procedure details: 2-Amino-4-methoxytoluene (13.2 g, 89.7 mmol) and pyridine (10 ml) were dissolved in acetone (112 ml), to which α-methylcinnamoylchloride (19.4 g, 107.6 mmol) was added while cooling and stirring. The mixture was stirred overnight at room temperature. The solvent was evaporated, and the residue was dissolved in chloroform, washed with water, dried, and condensed. The residue was purified by alumina chromatography (chloroform), and subjected to recrystallization with chloroform--n-hexane to obtain... The reactants are CON=C1C(OC2=C1C=CC=C2)=NOCCO (benzofuran-2,3-dione2-[O-(2-hydroxy-ethyl)-oxime]3-(O-methyl-oxime)). Run in C(C)OCC (diethyl ether), Cl (hydrogen chloride). Reaction conditions: time 30 minute. Product: CO\N=C(\C1=C(C=CC=C1)O)/C1=NOCCO1 (Z-(5,6-dihydro-1,4,2-dioxazin-3-yl)-(2-hydroxy-phenyl)-methanone O-methyl-oxime). The yield is 70.7%. As a reaction SMILES: [CH3:1][O:2][N:3]=[C:4]1[C:8]2[CH:9]=[CH:10][CH:11]=[CH:12][C:7]=2[O:6][C:5]1=[N:13][O:14][CH2:15][CH2:16][OH:17]>C(OCC)C.Cl>[CH3:1][O:2]/[N:3]=[C:4](\[C:5]1[O:17][CH2:16][CH2:15][O:14][N:13]=1)/[C:8]1[CH:9]=[CH:10][CH:11]=[CH:12][C:7]=1[OH:6]. Procedure details: 2 g of benzofuran-2,3-dione2-[O-(2-hydroxy-ethyl)-oxime]3-(O-methyl-oxime) (II-1) (content according to HPLC analysis 96.88%, 0.0082 mol) prepared by the method of process e) are dissolved in 50 ml of diethyl ether saturated beforehand with hydrogen chloride gas at 0° C. Without further cooling, the mixture is stirred for 30 minutes, the solvent is then distilled off under reduced pressure and the residue is taken up once more in diethyl ether. Some of the product crystallizes out and is filtere... Reactants: CCOC(CBr)OCC, O=C([O-])[O-], [Cs+], [Cs+], CN(C)C=O, OCc1cccc(O)c1. Yields the product CCOC(COc1cccc(CO)c1)OCC. Reaction SMILES: [Br:16][CH2:17][CH:18]([O:19][CH2:20][CH3:21])[O:22][CH2:23][CH3:24].[C:1](=[O:2])([O-:3])[O-:4].[Cs+:5].[Cs+:6].[O:25]=[CH:26][N:27]([CH3:28])[CH3:29].[OH:7][CH2:8][c:9]1[cH:10][cH:11][cH:12][c:13]([OH:14])[cH:15]1>>[OH:7][CH2:8][c:9]1[cH:10][cH:11][cH:12][c:13]([O:14][CH2:17][CH:18]([O:19][CH2:20][CH3:21])[O:22][CH2:23][CH3:24])[cH:15]1. Reactants: COC(=O)c1ccc(C(=O)Nc2ccc3c(c2)CC(=O)N3)cc1, CO, [Na+], [OH-]. The product is O=C1Cc2cc(NC(=O)c3ccc(C(=O)O)cc3)ccc2N1. RXN SMILES: [CH3:1][O:2][C:3](=[O:4])[c:5]1[cH:6][cH:7][c:8]([C:9](=[O:10])[NH:11][c:12]2[cH:13][c:14]3[c:18]([cH:19][cH:20]2)[NH:17][C:16](=[O:21])[CH2:15]3)[cH:22][cH:23]1.[CH3:26][OH:27].[Na+:25].[OH-:24]>>[O:2]=[C:3]([OH:4])[c:5]1[cH:6][cH:7][c:8]([C:9](=[O:10])[NH:11][c:12]2[cH:13][c:14]3[c:18]([cH:19][cH:20]2)[NH:17][C:16](=[O:21])[CH2:15]3)[cH:22][cH:23]1. Starting materials: [Br-].[Li+] (lithium bromide), ClCCCCC[C@H]1[C@H]2[C@@H]3CCC([C@@]3(C)C[C@@H]([C@@H]2[C@H]2CCC(C=C2C1)=O)F)=O (7α-(5-chloropentyl)-11β-fluoro-estr-4-ene-3,17-dione), O (water), C([O-])(O)=O.[Na+] (sodium bicarbonate). Reagents/catalysts: [Cu](Br)Br (copper(II) bromide). Solvent: C(C)#N (acetonitrile), C(C)#N (acetonitrile). Conditions: temperature 80 celsius. Product: ClCCCCC[C@H]1[C@H]2[C@@H]3CCC([C@@]3(C)C[C@@H]([C@@H]2C=2C=CC(=CC2C1)O)F)=O (7α-(5-chloropentyl)-11β-fluoro-3-hydroxy-estra-1,3,5(10)-trien-17-one). Yield: 54.1%. Reaction SMILES: [Br-].[Li+].[Cl:3][CH2:4][CH2:5][CH2:6][CH2:7][CH2:8][C@@H:9]1[CH2:26][C:25]2[C@H:20]([CH2:21][CH2:22][C:23](=[O:27])[CH:24]=2)[C@@H:19]2[C@@H:10]1[C@H:11]1[C@@:15]([CH2:17][C@@H:18]2[F:28])([CH3:16])[C:14](=[O:29])[CH2:13][CH2:12]1.C(=O)(O)[O-].[Na+].O>C(#N)C.[Cu](Br)Br>[Cl:3][CH2:4][CH2:5][CH2:6][CH2:7][CH2:8][C@@H:9]1[CH2:26][C:25]2[CH:24]=[C:23]([OH:27])[CH:22]=[CH:21][C:20]=2[C@@H:19]2[C@@H:10]1[C@H:11]1[C@@:15]([CH2:17][C@@H:18]2[F:28])([CH3:16])[C:14](=[O:29])[CH2:13][CH2:12]1 |f:0.1,3.4|. Reported procedure: A solution of 10.34 g of lithium bromide and 53.2 g of copper(II) bromide in 280 ml of acetonitrile is added in drops to a solution of 47 g of 7α-(5-chloropentyl)-11β-fluoro-estr-4-ene-3,17-dione in 470 ml of acetonitrile at a bath temperature of 80° C. After 20 ml is added, the bleaching of the solution is awaited, and the remainder of the solution is added in 12 minutes and then stirred for 5 more minutes at a bath temperature of 80° C. Then, it is cooled to 0° C., mixed with sodium bicarbonat... The reactants are O=C([O-])[O-], CS(C)=O, Cl, N#Cc1ccc(F)c2ccccc12, [K+], [K+], OCC1CCNC1, O. The product is Cl, N#Cc1ccc(N2CCC(CO)C2)c2ccccc12. Reaction SMILES: [C:22](=[O:23])([O-:24])[O-:25].[CH3:28][S:29]([CH3:30])=[O:31].[ClH:14].[F:1][c:2]1[cH:3][cH:4][c:5]([C:12]#[N:13])[c:6]2[cH:7][cH:8][cH:9][cH:10][c:11]12.[K+:26].[K+:27].[NH:15]1[CH2:16][CH:17]([CH2:20][OH:21])[CH2:18][CH2:19]1.[OH2:32]>>[ClH:14].[c:2]1([N:15]2[CH2:16][CH:17]([CH2:20][OH:21])[CH2:18][CH2:19]2)[cH:3][cH:4][c:5]([C:12]#[N:13])[c:6]2[cH:7][cH:8][cH:9][cH:10][c:11]12. Reactants: N1CCC(CC1)=O (4-piperidone), ClCCS(=O)C1=CC=CC=C1 (1-chloro-2-phenylsulfinylethane). The product is C1(=CC=CC=C1)S(=O)CCN1CCC(CC1)=O (1-(2-Phenylsulfinylethyl)-4-piperidone). RXN SMILES: [NH:1]1[CH2:6][CH2:5][C:4](=[O:7])[CH2:3][CH2:2]1.Cl[CH2:9][CH2:10][S:11]([C:13]1[CH:18]=[CH:17][CH:16]=[CH:15][CH:14]=1)=[O:12]>>[C:13]1([S:11]([CH2:10][CH2:9][N:1]2[CH2:6][CH2:5][C:4](=[O:7])[CH2:3][CH2:2]2)=[O:12])[CH:18]=[CH:17][CH:16]=[CH:15][CH:14]=1. Procedure: 1-(2-Phenylsulfinylethyl)-4-piperidone is prepared from 4-piperidone and 1-chloro-2-phenylsulfinylethane essentially as described above in Example 38, Scheme C, step a.